This data is from the Open Reaction Database (ORD), a public repository of structured organic reaction records. The task is: describe an organic reaction: reactants, conditions, products, and yield Starting materials: CS(=O)(=O)C1=NC(=C(C(=N1)N1CCCC1)C1=CC=C(C=C1)Cl)C1=C(C=C(C=C1)Cl)Cl (2-(Methylsulfonyl)-4-(N-pyrrolidinyl)-5-(4-chlorophenyl)-6-(2,4-dichlorophenyl)pyrimidine), C1(CC1)CO (cyclopropyl methanol). Product: C1(CC1)COC1=NC(=C(C(=N1)N1CCCC1)C1=CC=C(C=C1)Cl)C1=C(C=C(C=C1)Cl)Cl (2-(Cyclopropylmethoxy)-4-(N-pyrrolidinyl)-5-[4-chlorophenyl]-6-[2,4-dichlorophenyl]-pyrimidine). RXN SMILES: CS([C:5]1[N:10]=[C:9]([N:11]2[CH2:15][CH2:14][CH2:13][CH2:12]2)[C:8]([C:16]2[CH:21]=[CH:20][C:19]([Cl:22])=[CH:18][CH:17]=2)=[C:7]([C:23]2[CH:28]=[CH:27][C:26]([Cl:29])=[CH:25][C:24]=2[Cl:30])[N:6]=1)(=O)=O.[CH:31]1([CH2:34][OH:35])[CH2:33][CH2:32]1>>[CH:31]1([CH2:34][O:35][C:5]2[N:10]=[C:9]([N:11]3[CH2:15][CH2:14][CH2:13][CH2:12]3)[C:8]([C:16]3[CH:21]=[CH:20][C:19]([Cl:22])=[CH:18][CH:17]=3)=[C:7]([C:23]3[CH:28]=[CH:27][C:26]([Cl:29])=[CH:25][C:24]=3[Cl:30])[N:6]=2)[CH2:33][CH2:32]1. Reported procedure: 2-(Methylsulfonyl)-4-(N-pyrrolidinyl)-5-(4-chlorophenyl)-6-(2,4-dichlorophenyl)pyrimidine (Example 36, Step A, 48 mg, 0.1 mmol) was treated with cyclopropyl methanol by the same general procedure described in Reference Examples 6 and 7. Workup and flash column chromatography on silica gel (eluted with 70/30 hexanes/ethyl acetate) afforded the title compound. HPLC: Rt=3.46 min. 1H-NMR 500 MHz (CDCl3): δ 0.37 (d, J=4 Hz, 2H), 0.61 (dd, J=8 Hz, J=1 Hz, 2H), 1.38 (m, 1H), 1.80 (bs, 4H), 3.2 (bs, 4H)... Reactants: CC(C)(C)N, Cc1ccc(-c2nc(C(=O)O)n(C)c2-c2ccc(C)cc2)cc1. Yields the product Cc1ccc(-c2nc(C(=O)NC(C)(C)C)n(C)c2-c2ccc(C)cc2)cc1. Reaction SMILES: [C:1]([CH3:2])([CH3:3])([CH3:4])[NH2:5].[CH3:6][c:7]1[cH:8][cH:9][c:10](-[c:13]2[n:14][c:15]([C:26](=[O:27])[OH:28])[n:16]([CH3:25])[c:17]2-[c:18]2[cH:19][cH:20][c:21]([CH3:24])[cH:22][cH:23]2)[cH:11][cH:12]1>>[C:1]([CH3:2])([CH3:3])([CH3:4])[NH:5][C:26]([c:15]1[n:14][c:13](-[c:10]2[cH:9][cH:8][c:7]([CH3:6])[cH:12][cH:11]2)[c:17](-[c:18]2[cH:19][cH:20][c:21]([CH3:24])[cH:22][cH:23]2)[n:16]1[CH3:25])=[O:27]. Starting materials: CC1(NC(CCC1)(C)C)C (2,2,6,6-tetramethylpiperidine), IC (iodomethane), [Li]CCCC (BuLi), ClC=1C=C(C(=O)O)C=CC1F (3-chloro-4-fluorobenzoic acid). Run in O1CCCC1 (tetrahydrofuran), O1CCCC1 (tetrahydrofuran). Run at temperature -20 celsius, time 15 minute. The product is ClC=1C(=C(C(=O)O)C=CC1F)C (3-Chloro-4-fluoro-2-methyl benzoic acid). RXN SMILES: [Li][CH2:2]CCC.CC1(C)CCCC(C)(C)N1.[Cl:16][C:17]1[CH:18]=[C:19]([CH:23]=[CH:24][C:25]=1[F:26])[C:20]([OH:22])=[O:21].IC>O1CCCC1>[Cl:16][C:17]1[C:18]([CH3:2])=[C:19]([CH:23]=[CH:24][C:25]=1[F:26])[C:20]([OH:22])=[O:21]. Procedure details: BuLi (68.8 mL, 110 mmol) was diluted with tetrahydrofuran (THF) (80 mL) and cooled to −20° C. 2,2,6,6-tetramethylpiperidine (18.56 mL, 110 mmol) was added dropwise and the mixture stirred at −20° C. for 15 minutes. The solution was cooled to −50° C. whereupon 3-chloro-4-fluorobenzoic acid (8.73 g, 50 mmol, commercially available from e.g. Sigma-Aldrich, Fluorochem or Apollo) dissolved in tetrahydrofuran (THF) (20 mL) was added dropwise. The mixture was stirred at −50° C. for 4 hours before iodom... Starting materials: ClC1=CC=NC2=CC(=C(C=C12)OC)OC (4-chloro-6,7-dimethoxyquinoline), BrC1=CC(=C(N)C=C1O)F (4-bromo-2-fluoro-5-hydroxyaniline), ClC1=CC(=C(N)C=C1O)F (4-chloro-2-fluoro-5-hydroxyaniline). The solvent is CC(CCC)O (2-pentanol). The product is BrC1=CC(=C(NC2=CC=NC3=CC(=C(C=C23)OC)OC)C=C1O)F (4-(4-bromo-2-fluoro-5-hydroxyanilino)-6,7-dimethoxyquinoline). Yield: 63.6%. As a reaction SMILES: Cl[C:2]1[C:11]2[C:6](=[CH:7][C:8]([O:14][CH3:15])=[C:9]([O:12][CH3:13])[CH:10]=2)[N:5]=[CH:4][CH:3]=1.[Br:16][C:17]1[C:23]([OH:24])=[CH:22][C:20]([NH2:21])=[C:19]([F:25])[CH:18]=1.ClC1C(O)=CC(N)=C(F)C=1>CC(O)CCC>[Br:16][C:17]1[C:23]([OH:24])=[CH:22][C:20]([NH:21][C:2]2[C:11]3[C:6](=[CH:7][C:8]([O:14][CH3:15])=[C:9]([O:12][CH3:13])[CH:10]=3)[N:5]=[CH:4][CH:3]=2)=[C:19]([F:25])[CH:18]=1. Procedure: A suspension of 4-chloro-6,7-dimethoxyquinoline (200 mg, 0.9 mmol), (prepared as described for the starting material in Example 2), and 4-bromo-2-fluoro-5-hydroxyaniline (206 mg, 1 mmol), as described in EP 61741 A2), in 2-pentanol (8 ml) was heated at reflux for 4 hours. The precipitate was collected by filtration, washed with isopropanol, followed by ether, and dried under vacuum to give 4-(4-bromo-2-fluoro-5-hydroxyanilino)-6,7-dimethoxyquinoline (225 mg, 58%). Reaction SMILES: [CH2:41]1[O:42][CH2:43][CH2:44][CH2:45]1.[CH3:37][C:38](=[O:39])[OH:40].[Cl:1][c:2]1[n:3][c:4]([NH:20][CH3:21])[c:5]2[c:6]([n:7]1)[CH:8]([c:11]1[cH:12][c:13]([F:19])[c:14]([F:18])[c:15]([F:17])[cH:16]1)[CH2:9][CH2:10]2.[Cl:22][c:23]1[n:24][n:25](-[c:28]2[c:29]([O:35][CH3:36])[cH:30][c:31]([NH2:32])[cH:33][cH:34]2)[cH:26][n:27]1>>[c:2]1([NH:32][c:31]2[cH:30][c:29]([O:35][CH3:36])[c:28](-[n:25]3[n:24][c:23]([Cl:22])[n:27][cH:26]3)[cH:34][cH:33]2)[n:3][c:4]([NH:20][CH3:21])[c:5]2[c:6]([n:7]1)[CH:8]([c:11]1[cH:12][c:13]([F:19])[c:14]([F:18])[c:15]([F:17])[cH:16]1)[CH2:9][CH2:10]2. Reactants: C1CCOC1, CC(=O)O, CNc1nc(Cl)nc2c1CCC2c1cc(F)c(F)c(F)c1, COc1cc(N)ccc1-n1cnc(Cl)n1. Product: CNc1nc(Nc2ccc(-n3cnc(Cl)n3)c(OC)c2)nc2c1CCC2c1cc(F)c(F)c(F)c1. Starting materials: C(C(=O)Cl)(=O)Cl (Oxalyl chloride), CN(C)C=O (DMF), COC(=O)CCC12CCC(CC1)(CC2)C(=O)O (4-(2-Methoxycarbonylethyl)bicyclo[2.2.2]octane-1-carboxylic acid). Solvent: C(Cl)Cl (methylene chloride), C(Cl)Cl (methylene chloride). Run at time 2 hour. Yields the product COC(CCC12CCC(CC1)(CC2)C(=O)Cl)=O (3-(4-Chlorocarbonylbicyclo[2.2.2]oct-1-yl)propionic acid methyl ester). As a reaction SMILES: [C:1](Cl)(=O)[C:2]([Cl:4])=[O:3].CN(C=O)C.[CH3:12][O:13][C:14]([CH2:16][CH2:17][C:18]12[CH2:25][CH2:24]C(C(O)=O)([CH2:22][CH2:23]1)[CH2:20][CH2:19]2)=[O:15]>C(Cl)Cl>[CH3:12][O:13][C:14](=[O:15])[CH2:16][CH2:17][C:18]12[CH2:23][CH2:22][C:1]([C:2]([Cl:4])=[O:3])([CH2:24][CH2:25]1)[CH2:20][CH2:19]2. Reported procedure: Oxalyl chloride (794 mg, 6.25 mmol) in methylene chloride (5 ml) plus a drop of DMF is slowly added to a mixture of 4-(2-methoxycarbonyethyl)-bicyclo[2.2.2]octane-1-carboxylic acid (XXI, Example 96,1.2 g, 5 mmol) in methylene chloride (20 ml). The reaction mixture is stirred for 2 hr and concentrated to give the title compound, NMR (400 MHz, CDCl3) δ 3.66, 2.29, 1.95, 1.54 and 1.46. The reactants are C(C)(OCC)([O-])[O-] (ethyl ortho-acetate), CC(=CCC/C(=C/CCC(C)(C#C)O)/C)C (dehydronerolidol), C(CC)(=O)O (propionic acid). Product: CC(=C=CCC(=O)OCC)CCC=C(CCC=C(CC)C)C (Ethyl 5,9,13-trimethyl-3,4,8,12-pentadecatetraenoate). Yield: 96.0%. Reaction SMILES: [C:1]([O-:7])([O-])([O:3][CH2:4][CH3:5])[CH3:2].[CH3:8][C:9]([CH3:23])=[CH:10][CH2:11][CH2:12]/[C:13](/[CH3:22])=[CH:14]/[CH2:15][CH2:16][C:17](O)([C:19]#[CH:20])[CH3:18].[C:24](O)(=O)CC>>[CH3:8][C:9]([CH2:10][CH2:11][CH:12]=[C:13]([CH3:22])[CH2:14][CH2:15][CH:16]=[C:17]([CH3:18])[CH2:19][CH3:20])=[C:23]=[CH:24][CH2:2][C:1]([O:3][CH2:4][CH3:5])=[O:7]. Procedure: In the same manner as in the preceeding Examples, 32.4 g of ethyl ortho-acetate, 22 g of dehydronerolidol and 1.5 g of propionic acid were reacted at 135 to 140°C. for 6 hours and the resulting reaction mixture was subjected to distillation under reduced pressure. Ethyl 5,9,13-trimethyl-3,4,8,12-pentadecatetraenoate was obtained in a yield of 96% from a fraction boiling at 144 to 146°C. under 0.025 mm Hg. Starting materials: CC1=C(C=CC2=C1C(N(S2(=O)=O)C)=O)C(=O)O (4,N-dimethyl-1,1,3-trioxo-2,3-dihydro-1λ6 benz[d]isothiazole-5-carboxylic acid), S(=O)(Cl)Cl (thionyl chloride). Solvent: C1(=CC=CC=C1)C (toluene). Run at temperature 80 celsius. The product is CN1S(=O)(=O)C2=CC=C(C(=C2C1=O)C)C(=O)Cl (2,4-Dimethylsaccharin-5-carbonyl chloride). Isolated yield 74.0%. Reaction SMILES: [CH3:1][C:2]1[C:7]2[C:8](=[O:14])[N:9]([CH3:13])[S:10](=[O:12])(=[O:11])[C:6]=2[CH:5]=[CH:4][C:3]=1[C:15]([OH:17])=O.S(Cl)([Cl:20])=O>C1(C)C=CC=CC=1>[CH3:13][N:9]1[C:8](=[O:14])[C:7]2[C:6](=[CH:5][CH:4]=[C:3]([C:15]([Cl:20])=[O:17])[C:2]=2[CH3:1])[S:10]1(=[O:12])=[O:11]. Procedure: 3.8 g (14.9 mmol) of 4,N-dimethyl-1,1,3-trioxo-2,3-dihydro-1λ6 benz[d]isothiazole-5-carboxylic acid are suspended in 100 ml of toluene, and the mixture is heated to 80° C. and 3.5 g (29.8 mmol) of thionyl chloride are added dropwise. After refluxing for two hours, the solution is decanted hot and the reaction mixture is concentrated on a rotary evaporator. Yield: 74% of theory, m.p.: 149°-150° C.